Dataset: the Open Reaction Database (ORD), a public repository of structured organic reaction records. Task: describe an organic reaction: reactants, conditions, products, and yield Reactants: P(OC1=CC=CC=C1)(OC1=CC=CC=C1)OC1=CC=CC=C1 (triphenyl phosphite), II (iodine), stainless steel, O=O (oxygen). The reagents and catalysts are [Fe](Cl)(Cl)Cl (iron (III) chloride). Run at time 2.5 hour. The product is P(=O)(OC1=CC=CC=C1)(OC1=CC=CC=C1)OC1=CC=CC=C1 (triphenyl phosphate). Reaction SMILES: [P:1]([O:16][C:17]1[CH:22]=[CH:21][CH:20]=[CH:19][CH:18]=1)([O:9][C:10]1[CH:15]=[CH:14][CH:13]=[CH:12][CH:11]=1)[O:2][C:3]1[CH:8]=[CH:7][CH:6]=[CH:5][CH:4]=1.II.[O:25]=O>[Fe](Cl)(Cl)Cl>[P:1]([O:9][C:10]1[CH:15]=[CH:14][CH:13]=[CH:12][CH:11]=1)([O:16][C:17]1[CH:22]=[CH:21][CH:20]=[CH:19][CH:18]=1)([O:2][C:3]1[CH:4]=[CH:5][CH:6]=[CH:7][CH:8]=1)=[O:25]. Procedure details: To a one-liter, stainless steel Parr autoclave vessel equipped for agitation, heating/cooling, and gas pressurization were charged 710 grams (2.29 moles) of triphenyl phosphite, 1.78 grams (0.0070 mole; 0.31 mole %) of iodine, and 2.34 grams (0.0144 mole; 0.63 mole %) of anhydrous iron (III) chloride. The mixture was heated to 115°-120° C. with efficient agitation and pressurized with oxygen at 55 psig. These conditions were maintained by applying sufficient cooling to control the accompanying e... Reactants: C[Si](C#CCCCCO)(C)C (1-trimethylsilyl(hex-1-yn-6-ol)), N1=CC=CC=C1 (pyridine), P(Br)(Br)Br (phosphorus tribromide). The solvent is C(C)OCC (diethyl ether), C(C)OCC (diethyl ether). Reaction conditions: time 8 hour. Product: C[Si](C#CCCCCBr)(C)C (1-Trimethylsilyl-6-bromohex-1-yne). Isolated yield 125.8%. As a reaction SMILES: [CH3:1][Si:2]([CH3:11])([CH3:10])[C:3]#[C:4][CH2:5][CH2:6][CH2:7][CH2:8]O.N1C=CC=CC=1.P(Br)(Br)[Br:19]>C(OCC)C>[CH3:1][Si:2]([CH3:11])([CH3:10])[C:3]#[C:4][CH2:5][CH2:6][CH2:7][CH2:8][Br:19]. Reported procedure: To a mixture of 1-trimethylsilyl(hex-1-yn-6-ol) (32.6 g, 190 mmol) and pyridine (0.38 mL) dissolved in diethyl ether (100 mL) was added slowly phosphorus tribromide (7.1 mL, 75 mmol) in diethyl ether (20 mL). Upon addition a precipitate formed and the heterogeneous solution was stirred at room temperature overnight. The mixture was then heated at reflux for 2.5 hours and, upon cooling, was poured onto ice, washed with water, sodium bicarbonate solution, brine and dried (MgSO4). Evaporation of so... Reactants: CN(C(C(=S)OCC)=CC=C(C(=O)OCC)C1=CC=CC=C1)C (diethyl 2-dimethylamino-5-phenylthio-2,4-hexadienedioate), C(C1=CC=CC=C1)C#N (benzyl cyanide), F[B-](F)(F)F.CN(C(=CC=[N+](C)C)C(=O)OCC)C (N-(3-dimethylamino-3-ethoxycarbonylpropenylidene)-N-methylmethanaminium tetrafluoroborate), ethanolic solution. Solvent: CC[O-].[Na+] (sodium ethylate). Yields the product CN(C(C(=O)OCC)=CC=C(C1=CC=CC=C1)C#N)C (Ethyl 2-dimethylamino-5-cyano-5-phenyl-2,4-pentadienoate). Isolated yield 66.9%. Reaction SMILES: CN(C)C(=CC=C(C1C=CC=CC=1)C(OCC)=O)C(OCC)=S.F[B-](F)(F)F.[CH3:29][N:30]([CH3:42])[C:31]([C:37]([O:39][CH2:40][CH3:41])=[O:38])=[CH:32][CH:33]=[N+](C)C.[CH2:43]([C:50]#[N:51])[C:44]1[CH:49]=[CH:48][CH:47]=[CH:46][CH:45]=1>CC[O-].[Na+]>[CH3:42][N:30]([CH3:29])[C:31](=[CH:32][CH:33]=[C:43]([C:50]#[N:51])[C:44]1[CH:49]=[CH:48][CH:47]=[CH:46][CH:45]=1)[C:37]([O:39][CH2:40][CH3:41])=[O:38] |f:1.2,4.5|. Procedure: The procedure is as in Example 2 for the preparation of diethyl 2-dimethylamino-5-phenylthio-2,4-hexadienedioate, starting with N-(3-dimethylamino-3-ethoxycarbonylpropenylidene)-N-methylmethanaminium tetrafluoroborate (57.2 g), a 2M ethanolic solution of sodium ethylate (105 cc) and benzyl cyanide (23.4 g). Ethyl 2-dimethylamino-5-cyano-5-phenyl-2,4-pentadienoate (36.1 g), m.p. 67° C., is obtained. The reactants are intermediate 61, OCC1=C(C=CC(=C1)C(C1=CC=CC=C1)N1C=NC=C1)NC(OCC)=O (ethyl [2-(hydroxymethyl)-4-[(1H-imidazol-1-yl)phenylmethyl]phenyl]carbamate), [O-][Mn](=O)(=O)=O.[K+] (KMnO4). Reagents/catalysts: [O-2].[Mn+4].[O-2] (manganese(IV)oxide). Run in ClCCl (dichloromethane). Run at time 18 hour. The product is C(=O)C1=C(C=CC(=C1)C(C1=CC=CC=C1)N1C=NC=C1)NC(OCC)=O (ethyl [2-formyl-4-[(1H-imidazol-1-yl)phenylmethyl]phenyl]carbamate). The yield is 48.8%. Reaction SMILES: [OH:1][CH2:2][C:3]1[CH:8]=[C:7]([CH:9]([N:16]2[CH:20]=[CH:19][N:18]=[CH:17]2)[C:10]2[CH:15]=[CH:14][CH:13]=[CH:12][CH:11]=2)[CH:6]=[CH:5][C:4]=1[NH:21][C:22](=[O:26])[O:23][CH2:24][CH3:25].[O-][Mn](=O)(=O)=O.[K+]>[O-2].[Mn+4].[O-2].ClCCl>[CH:2]([C:3]1[CH:8]=[C:7]([CH:9]([N:16]2[CH:20]=[CH:19][N:18]=[CH:17]2)[C:10]2[CH:11]=[CH:12][CH:13]=[CH:14][CH:15]=2)[CH:6]=[CH:5][C:4]=1[NH:21][C:22](=[O:26])[O:23][CH2:24][CH3:25])=[O:1] |f:1.2,3.4.5|. Reported procedure: To a solution of 5.9 parts of intermediate 61, namely ethyl [2-(hydroxymethyl)-4-[(1H-imidazol-1-yl)phenylmethyl]phenyl]carbamate, in 798 parts of dichloromethane were added 21.5 parts of manganese(IV)oxide and a catalytic amount of KMnO4. After stirring for 18 hours at room temperature, the reaction mixture was filtered over diatomaceous earth and the filtrate was evaporated. The residue was co-evaporated with methylbenzene and was further purified by column chromatography (silica gel; CHCl3 /C... The reactants are CC(=O)c1ccc(C(=O)N2CCOCC2)c(Br)c1, [BH3-]C#N, CO, [Na+]. The product is CC(N)c1ccc(C(=O)N2CCOCC2)c(Br)c1. As a reaction SMILES: [Br:1][c:2]1[cH:3][c:4]([C:16]([CH3:17])=[O:18])[cH:5][cH:6][c:7]1[C:8](=[O:9])[N:10]1[CH2:11][CH2:12][O:13][CH2:14][CH2:15]1.[C:21](#[N:22])[BH3-:23].[CH3:19][OH:20].[Na+:24]>>[Br:1][c:2]1[cH:3][c:4]([CH:16]([CH3:17])[NH2:22])[cH:5][cH:6][c:7]1[C:8](=[O:9])[N:10]1[CH2:11][CH2:12][O:13][CH2:14][CH2:15]1.